From a dataset of the Open Reaction Database (ORD), a public repository of structured organic reaction records. describe an organic reaction: reactants, conditions, products, and yield Reactants: [OH-].[Na+] (NaOH), C(C)(=O)O[BH-](OC(C)=O)OC(C)=O.[Na+] (sodium triacetoxyborohydride), compound, C1(=CC=C(C=C1)S(=O)(=O)O)C (p-toluenesulphonic acid), N1CCC(CC1)C(=O)OCC (ethyl piperidine-4-carboxylate), C1(CCCC1)=O (cyclopentanone). The solvent is CCO (EtOH), C1CCOC1 (THF), C(C)(=O)O (acetic acid). Conditions: time 30 minute. Yields the product C1(CCCC1)N1CCC(CC1)C(=O)O (1-Cyclopentylpiperidine-4-carboxylic acid). Reaction SMILES: [C:1]1([CH3:11])[CH:6]=[CH:5][C:4](S(O)(=O)=O)=CC=1.[NH:12]1[CH2:17][CH2:16][CH:15]([C:18]([O:20]CC)=[O:19])[CH2:14][CH2:13]1.C1(=O)CCCC1.C(O[BH-](OC(=O)C)OC(=O)C)(=O)C.[Na+].[OH-].[Na+]>C1COCC1.CCO.C(O)(=O)C>[CH:4]1([N:12]2[CH2:13][CH2:14][CH:15]([C:18]([OH:20])=[O:19])[CH2:16][CH2:17]2)[CH2:5][CH2:6][CH2:1][CH2:11]1 |f:3.4,5.6|. Procedure details: Catalytic quantities of p-toluenesulphonic acid (750 mg) and 12.5 ml of glacial acetic acid are added to a solution of ethyl piperidine-4-carboxylate (22.9 g, 145 mmol) and cyclopentanone (13.5 g, 160 mmol) in 400 ml of THF. After stirring at RT for 30 min, sodium triacetoxyborohydride (42 g, 190 mmol) is added in portions. The reaction mixture is stirred at RT for 15 h and, after evaporating, the residue is extracted by shaking with sodium carbonate solution and dichloro-methane. The organic ph... Reactants: COC=1C=C2C=CC=C(C2=CC1)C=O (6-methoxy-naphthaldehyde). The solvent is CC(=O)C (acetone). Yields the product COC=1C=C2C=CC(=CC2=CC1)C=CC(C)=O (4-(6-methoxy-2-naphthyl)-3-buten-2-one). Yield: 41.0%. RXN SMILES: [CH3:1][O:2][C:3]1[CH:4]=[C:5]2[C:10](=[CH:11][CH:12]=1)[C:9](C=O)=[CH:8][CH:7]=[CH:6]2>CC(C)=O>[CH3:1][O:2][C:3]1[CH:4]=[C:5]2[C:10](=[CH:11][CH:12]=1)[CH:9]=[C:8]([CH:11]=[CH:12][C:3](=[O:2])[CH3:4])[CH:7]=[CH:6]2. Reported procedure: U.S. Pat. No. 4,061,779 discloses the base-promoted condensation between 6-methoxy-naphthaldehyde I and acetone to give 4-(6-methoxy-2-naphthyl)-3-buten-2-one in a 41% yield (example 20). 4-(6-Methoxy-2-naphthyl)-3-buten-2-one is purified by chromatography on silica gel column as it is contaminated by different impurities due to the binding of other acetone molecules to the keto functionality. Nabumetone V is obtained by Pd/C catalyzed hydrogenation (example 21). Nabumetone V in the amorphous fo...